Dataset: the Open Reaction Database (ORD), a public repository of structured organic reaction records. Task: describe an organic reaction: reactants, conditions, products, and yield Reactants: CCON=C(C(=O)OC)C(=O)OC, CO, Cl, [NH4+], [OH-]. Product: CCON=C(C(N)=O)C(=O)OC. As a reaction SMILES: [CH2:1]([CH3:2])[O:3][N:4]=[C:5]([C:6](=[O:7])[O:8][CH3:9])[C:10](=[O:11])[O:12][CH3:13].[CH3:17][OH:18].[ClH:16].[NH4+:14].[OH-:15]>>[CH2:1]([CH3:2])[O:3][N:4]=[C:5]([C:6](=[O:7])[NH2:14])[C:10](=[O:11])[O:12][CH3:13]. Reactants: [Br-].C(C)OC(CCC[Zn+])=O (4-ethoxy-4-oxo-butylzinc bromide), ClC1=NC(=CC(=N1)Cl)N1CCOCC1 (2,4-dichloro-6-morpholinopyrimidine). Reagents/catalysts: [CH2-]C1=CC=CC=C1.C1=CC=C(C=C1)P(C2=CC=CC=C2)C3=CC=CC=C3.C1=CC=C(C=C1)P(C2=CC=CC=C2)C3=CC=CC=C3.Cl[Pd+] (trans-benzyl(chloro)bis(triphenylphosphine)palladium(II)). Solvent: C1CCOC1 (THF). Reaction conditions: temperature 60 celsius, time 2 day. Product: ClC1=NC(=NC(=C1)N1CCOCC1)CCCC(=O)OCC (4-chloro-2-(4-ethoxy-4-oxo-butyl)-6-morpholinopyrimidine). Isolated yield 33.0%. Reaction SMILES: [Br-].[CH2:2]([O:4][C:5](=[O:10])[CH2:6][CH2:7][CH2:8][Zn+])[CH3:3].Cl[C:12]1[N:17]=[C:16]([Cl:18])[CH:15]=[C:14]([N:19]2[CH2:24][CH2:23][O:22][CH2:21][CH2:20]2)[N:13]=1>C1COCC1.[CH2-]C1C=CC=CC=1.C1C=CC(P(C2C=CC=CC=2)C2C=CC=CC=2)=CC=1.C1C=CC(P(C2C=CC=CC=2)C2C=CC=CC=2)=CC=1.Cl[Pd+]>[Cl:18][C:16]1[CH:15]=[C:14]([N:19]2[CH2:24][CH2:23][O:22][CH2:21][CH2:20]2)[N:13]=[C:12]([CH2:8][CH2:7][CH2:6][C:5]([O:4][CH2:2][CH3:3])=[O:10])[N:17]=1 |f:0.1,4.5.6.7|. Procedure: A mixture of 4-ethoxy-4-oxo-butylzinc bromide (50 mL 0.5M in THF, 25 mmol), 2,4-dichloro-6-morpholinopyrimidine (4.68 g, 20.0 mmol) and trans-benzyl(chloro)bis(triphenylphosphine)palladium(II) (0.15 g, 0.2 mmol) in THF (total volume 80 mL) was stirred at 60° C. for 2 days. After routine workup, flash chromatography purification was performed to obtain 4-chloro-2-(4-ethoxy-4-oxo-butyl)-6-morpholinopyrimidine as a white solid (2.073 g, 6.60 mmol, 33.0%). The reactants are CCN1CCN(C(=O)OC(C)(C)C)C(C(=O)O)C1, C1CNCCN1, ClCCl. Product: CCN1CCN(C(=O)OC(C)(C)C)C(C(=O)N2CCNCC2)C1. RXN SMILES: [C:1]([CH3:2])([CH3:3])([CH3:4])[O:5][C:6](=[O:7])[N:8]1[CH:9]([C:16](=[O:17])[OH:18])[CH2:10][N:11]([CH2:14][CH3:15])[CH2:12][CH2:13]1.[CH2:19]1[CH2:20][NH:21][CH2:22][CH2:23][NH:24]1.[Cl:25][CH2:26][Cl:27]>>[C:1]([CH3:2])([CH3:3])([CH3:4])[O:5][C:6](=[O:7])[N:8]1[CH:9]([C:16](=[O:18])[N:21]2[CH2:20][CH2:19][NH:24][CH2:23][CH2:22]2)[CH2:10][N:11]([CH2:14][CH3:15])[CH2:12][CH2:13]1. Starting materials: [N+](=O)([O-])C1=NN(N=C1)CC=1SC=C(N1)CO ((2-((4-nitro-2H-1,2,3-triazol-2-yl)methyl)thiazol-4-yl)methanol), Ag2O, CI (MeI), N#N (N2). Solvent: C(Cl)Cl (CH2Cl2). Conditions: temperature 40 celsius, time 8 hour. Product: COCC=1N=C(SC1)CN1N=CC(=N1)[N+](=O)[O-] (4-(Methoxymethyl)-2-((4-nitro-2H-1,2,3-triazol-2-yl)methyl)thiazole). Reaction SMILES: N#N.[N+:3]([C:6]1[CH:10]=[N:9][N:8]([CH2:11][C:12]2[S:13][CH:14]=[C:15]([CH2:17][OH:18])[N:16]=2)[N:7]=1)([O-:5])=[O:4].[CH3:19]I>C(Cl)Cl>[CH3:19][O:18][CH2:17][C:15]1[N:16]=[C:12]([CH2:11][N:8]2[N:7]=[C:6]([N+:3]([O-:5])=[O:4])[CH:10]=[N:9]2)[S:13][CH:14]=1. Procedure: In a flame dried round-bottomed flask equipped with a magnetic stir bar and under inert atmosphere (N2), a solution of (2-((4-nitro-2H-1,2,3-triazol-2-yl)methyl)thiazol-4-yl)methanol (672 mg, 2.79 mmol) in CH2Cl2 (15.0 mL) was added to a suspension of Ag2O (968 mg, 4.18 mmol) and MeI (0.52 mL, 8.36 mmol). The resulting mixture (protected form light) was stirred overnight at 40° C. The reaction mixture was filtered and the solvent was removed under reduced pressure. Purification of the residue by... Reaction conditions: temperature 100 celsius, time 5 hour. The reagents and catalysts are [Cu] (copper). Procedure: To N,N-dimethylformamide 15 mL solution of 2-iodo-4-phenoxybenzoic acid 1.5 g, were added 2,4-difluoroaniline 0.67 mL, copper powder 0.084 g and N-methylmorpholine 1.2 mL, and it was stirred at 100° C. for 5 hours. After the reaction mixture was cooled to room temperature,1.0 mol/L hydrochloric acid and ethyl acetate were added to it. The organic layer was separated and collected,dried over anhydrous magnesium sulfate, and the solvent was removed under reduced pressure. The obtained residue was ... Starting materials: Cl (hydrochloric acid), IC1=C(C(=O)O)C=CC(=C1)OC1=CC=CC=C1 (2-iodo-4-phenoxybenzoic acid), FC1=C(N)C=CC(=C1)F (2,4-difluoroaniline), CN1CCOCC1 (N-methylmorpholine). The product is FC1=C(NC2=C(C(=O)O)C=CC(=C2)OC2=CC=CC=C2)C=CC(=C1)F (2-(2,4-difluoroanilino)-4-phenoxybenzoic acid). Reaction SMILES: I[C:2]1[CH:10]=[C:9]([O:11][C:12]2[CH:17]=[CH:16][CH:15]=[CH:14][CH:13]=2)[CH:8]=[CH:7][C:3]=1[C:4]([OH:6])=[O:5].[F:18][C:19]1[CH:25]=[C:24]([F:26])[CH:23]=[CH:22][C:20]=1[NH2:21].CN1CCOCC1.Cl>[Cu].C(OCC)(=O)C.CN(C)C=O>[F:18][C:19]1[CH:25]=[C:24]([F:26])[CH:23]=[CH:22][C:20]=1[NH:21][C:2]1[CH:10]=[C:9]([O:11][C:12]2[CH:17]=[CH:16][CH:15]=[CH:14][CH:13]=2)[CH:8]=[CH:7][C:3]=1[C:4]([OH:6])=[O:5]. Run in C(C)(=O)OCC (ethyl acetate), CN(C=O)C (N,N-dimethylformamide).